From a dataset of the Open Reaction Database (ORD), a public repository of structured organic reaction records. describe an organic reaction: reactants, conditions, products, and yield Reactants: CC(=O)OC(C)=O, O, Cc1cccc(C(O)COc2ccc(CC3SC(=O)NC3=O)cc2)n1, c1ccncc1. Yields the product CC(=O)OC(COc1ccc(CC2SC(=O)NC2=O)cc1)c1cccc(C)n1. As a reaction SMILES: [CH3:32][C:33](=[O:34])[O:35][C:36](=[O:37])[CH3:38].[OH2:39].[OH:1][CH:2]([CH2:3][O:4][c:5]1[cH:6][cH:7][c:8]([CH2:9][CH:10]2[C:11](=[O:16])[NH:12][C:13](=[O:15])[S:14]2)[cH:17][cH:18]1)[c:19]1[n:20][c:21]([CH3:25])[cH:22][cH:23][cH:24]1.[cH:26]1[cH:27][cH:28][n:29][cH:30][cH:31]1>>[O:1]([CH:2]([CH2:3][O:4][c:5]1[cH:6][cH:7][c:8]([CH2:9][CH:10]2[C:11](=[O:16])[NH:12][C:13](=[O:15])[S:14]2)[cH:17][cH:18]1)[c:19]1[n:20][c:21]([CH3:25])[cH:22][cH:23][cH:24]1)[C:33]([CH3:32])=[O:34]. Starting materials: CCOC(=O)c1cc(-c2nnnn2C(c2ccccc2)(c2ccccc2)c2ccccc2)n(-c2ccc(COS(C)(=O)=O)cc2)c1, CCCCc1nc2nccc(C)c2[nH]1, CS(C)=O, [H-], [Na+]. The product is CCCCc1nc2c(C)ccnc2n1Cc1ccc(-n2cc(C(=O)OCC)cc2-c2nnnn2C(c2ccccc2)(c2ccccc2)c2ccccc2)cc1. As a reaction SMILES: [CH2:17]([CH3:18])[O:19][C:20](=[O:21])[c:22]1[cH:23][c:24](-[c:39]2[n:40][n:41][n:42][n:43]2[C:44]([c:45]2[cH:46][cH:47][cH:48][cH:49][cH:50]2)([c:51]2[cH:52][cH:53][cH:54][cH:55][cH:56]2)[c:57]2[cH:58][cH:59][cH:60][cH:61][cH:62]2)[n:25](-[c:27]2[cH:28][cH:29][c:30]([CH2:33][O:34][S:35]([CH3:36])(=[O:37])=[O:38])[cH:31][cH:32]2)[cH:26]1.[CH2:3]([CH2:4][CH2:5][CH3:6])[c:7]1[nH:8][c:9]2[c:10]([n:11][cH:12][cH:13][c:14]2[CH3:15])[n:16]1.[CH3:63][S:64](=[O:65])[CH3:66].[H-:1].[Na+:2]>>[CH2:3]([CH2:4][CH2:5][CH3:6])[c:7]1[n:8][c:9]2[c:10]([n:11][cH:12][cH:13][c:14]2[CH3:15])[n:16]1[CH2:33][c:30]1[cH:29][cH:28][c:27](-[n:25]2[c:24](-[c:39]3[n:40][n:41][n:42][n:43]3[C:44]([c:45]3[cH:46][cH:47][cH:48][cH:49][cH:50]3)([c:51]3[cH:52][cH:53][cH:54][cH:55][cH:56]3)[c:57]3[cH:58][cH:59][cH:60][cH:61][cH:62]3)[cH:23][c:22]([C:20]([O:19][CH2:17][CH3:18])=[O:21])[cH:26]2)[cH:32][cH:31]1. As a reaction SMILES: [CH2:18]([C:19]#[CH:20])[Br:21].[CH3:1][CH:2]([CH2:3][CH2:4][CH2:5][CH:6]([CH3:7])[CH3:8])[S:9][c:10]1[cH:11][cH:12][c:13]([CH2:14][OH:15])[cH:16][cH:17]1>>[CH3:1][CH:2]([CH2:3][CH2:4][CH2:5][CH:6]([CH3:7])[CH3:8])[S:9][c:10]1[cH:11][cH:12][c:13]([CH2:14][O:15][CH2:20][C:19]#[CH:18])[cH:16][cH:17]1. The reactants are C#CCBr, CC(C)CCCC(C)Sc1ccc(CO)cc1. Yields the product C#CCOCc1ccc(SC(C)CCCC(C)C)cc1. Conditions: temperature 25 celsius. The product is OC(C)(C)C(=O)C1=CC=C(C=C1)OCCO (4-(2-Hydroxyethoxy)phenyl 2-hydroxy-2-propyl ketone). Procedure details: 336 g (3.2 mol) of isobutyryl chloride are added dropwise over the course of 40 minutes while stirring to 880 g. (8.8 mol) of anhydrous aluminium chloride in 480 ml of dichloromethane at -5 to 0° C. 540 g. (3.0 mol) of 2-phenoxyethyl acetate are then added dropwise over the course of 2 hours at the same temperature. The reaction mixture is stirred for a further 2 hours at the stated temperature and then poured into a mixture of 1.8 l of concentrated hydrochloric acid and 5 kg of ice. The organic... Solvent: C(C)(=O)O (acetic acid), C(C)O (ethanol). Reactants: BrBr (bromine), [OH-].[Na+] (sodium hydroxide), CC(C)C(=O)C1=CC=C(C=C1)OCCOC(C)=O (4-(2-acetoxyethoxy)phenyl 2-propyl ketone), ice water. RXN SMILES: [CH3:1][CH:2]([C:4]([C:6]1[CH:11]=[CH:10][C:9]([O:12][CH2:13][CH2:14][O:15]C(=O)C)=[CH:8][CH:7]=1)=[O:5])[CH3:3].BrBr.[OH-:21].[Na+]>C(O)(=O)C.C(O)C>[OH:21][C:2]([C:4]([C:6]1[CH:11]=[CH:10][C:9]([O:12][CH2:13][CH2:14][OH:15])=[CH:8][CH:7]=1)=[O:5])([CH3:3])[CH3:1] |f:2.3|. Starting materials: C(CCC)[N+](CCCC)(CCCC)CCCC.O=C1N([C@H]([C@@H]1NC(=O)OCC1=CC=CC=C1)C)S(=O)(=O)[O-] ((3S-trans)-2-Oxo-3-[[(phenylmethoxy)carbonyl]amino]-4-methyl-1-azetidinesulfonic acid, tetrabutylammonium salt), OC=1C=CC=C2C=CC=NC12 (8-hydroxyquinoline). The solvent is O (water), C(C)#N (acetonitrile). Product: OC=1C=CC=C2C=CC=[NH+]C12.O=C1N([C@H]([C@@H]1NC(=O)OCC1=CC=CC=C1)C)S(=O)(=O)[O-] ((3S-trans)-2-Oxo-3-[[(phenylmethoxy)carbonyl]-amino]-4-methyl-1-azetidinesulfonic acid, 8-hydroxyquinolinium salt). The yield is 96.2%. As a reaction SMILES: C([N+](CCCC)(CCCC)CCCC)CCC.[O:18]=[C:19]1[C@@H:22]([NH:23][C:24]([O:26][CH2:27][C:28]2[CH:33]=[CH:32][CH:31]=[CH:30][CH:29]=2)=[O:25])[C@H:21]([CH3:34])[N:20]1[S:35]([O-:38])(=[O:37])=[O:36].[OH:39][C:40]1[CH:41]=[CH:42][CH:43]=[C:44]2[C:49]=1[N:48]=[CH:47][CH:46]=[CH:45]2>O.C(#N)C>[OH:39][C:40]1[CH:41]=[CH:42][CH:43]=[C:44]2[C:49]=1[NH+:48]=[CH:47][CH:46]=[CH:45]2.[O:18]=[C:19]1[C@@H:22]([NH:23][C:24]([O:26][CH2:27][C:28]2[CH:33]=[CH:32][CH:31]=[CH:30][CH:29]=2)=[O:25])[C@H:21]([CH3:34])[N:20]1[S:35]([O-:38])(=[O:36])=[O:37] |f:0.1,5.6|. Reported procedure: (3S-trans)-2-Oxo-3-[[(phenylmethoxy)carbonyl]amino]-4-methyl-1-azetidinesulfonic acid, tetrabutylammonium salt (500 mg, 0.9 mmol) was dissolved in a mixture of water and acetonitrile. The solution was passed through an AGMP-50 ion-exchange resin column (H⊕ form, 7 ml, 1.7 meq/ml) eluting with water. The eluate was run into a flask containing 8-hydroxyquinoline (131 mg, 0.9 mmol). Acetonitrile was removed from the resulting solution under reduced pressure at <35° C. and the remaining aqueous solu... Starting materials: Compound 1, C(C1=CC=CC=C1)ON1C([C@@H](CC=CC1)NS(=O)(=O)C1=CC=C(C=C1)OC1=CC=C(C=C1)Cl)=O (N-(1-Benzyloxy-2-oxo-2,3,4,7-tetrahydro-1H-azepin-3-(R)-yl)-4-(4-chloro-phenoxy)-benzenesulfonamide), CS(=O)(=O)O (methane sulfonic acid), white solid. The solvent is O (H2O). Reaction conditions: time 16 hour. Yields the product ClC1=CC=C(OC2=CC=C(C=C2)S(=O)(=O)N[C@H]2C(N(CC=CC2)O)=O)C=C1 (4-(4-Chloro-phenoxy)-N-(1-hydroxy-2-oxo-2,3,4,7-tetrahydro-1H-azepin-3-(R)-yl)-benzenesulfonamide). RXN SMILES: C([O:8][N:9]1[CH2:15][CH:14]=[CH:13][CH2:12][C@@H:11]([NH:16][S:17]([C:20]2[CH:25]=[CH:24][C:23]([O:26][C:27]3[CH:32]=[CH:31][C:30]([Cl:33])=[CH:29][CH:28]=3)=[CH:22][CH:21]=2)(=[O:19])=[O:18])[C:10]1=[O:34])C1C=CC=CC=1.CS(O)(=O)=O>O>[Cl:33][C:30]1[CH:29]=[CH:28][C:27]([O:26][C:23]2[CH:22]=[CH:21][C:20]([S:17]([NH:16][C@@H:11]3[CH2:12][CH:13]=[CH:14][CH2:15][N:9]([OH:8])[C:10]3=[O:34])(=[O:18])=[O:19])=[CH:25][CH:24]=2)=[CH:32][CH:31]=1. Procedure details: To a solution of 257 mg of N-(1-benzyloxy-2-oxo-2,3,4,7-tetrahydro-1H-azepin-3-(R)-yl)-4-(4-chloro-phenoxy)-benzenesulfonamide from Step E was added 6 mL of methane sulfonic acid. The reaction was stirred at room temperature for 16 hours. The reaction was poured over ice, and 50 mL of H2O was added. The resulting solids were filtered, washed with H2O (4 times), and dried. The solids were dissolved in ethyl acetate, and Hexanes was added after solvent reduction under vacuum. The resulting solids ... Reactants: O=C1CCC(=O)N1Br, O=Cc1cccc(C(F)(F)F)c1, O, O=S(=O)(O)O. Yields the product O=Cc1cc(Br)cc(C(F)(F)F)c1. As a reaction SMILES: [Br:13][N:14]1[C:15](=[O:16])[CH2:17][CH2:18][C:19]1=[O:20].[F:1][C:2]([c:3]1[cH:4][c:5]([CH:6]=[O:7])[cH:8][cH:9][cH:10]1)([F:11])[F:12].[OH2:26].[S:21](=[O:22])(=[O:23])([OH:24])[OH:25]>>[F:1][C:2]([c:3]1[cH:4][c:5]([CH:6]=[O:7])[cH:8][c:9]([Br:13])[cH:10]1)([F:11])[F:12]. Reactants: ClCCl, CO, CC(=O)O, COc1ccc(Sc2nc(-c3ccccc3)n(Cc3cc4c(cc3Cl)OCO4)c2C=O)cc1, N#C[Na]. The product is COC(=O)c1c(Sc2ccc(OC)cc2)nc(-c2ccccc2)n1Cc1cc2c(cc1Cl)OCO2. Reaction SMILES: [CH2:39]([Cl:40])[Cl:41].[CH3:37][OH:38].[CH3:42][C:43](=[O:44])[OH:45].[Cl:1][c:2]1[c:3]([CH2:11][n:12]2[c:13](-[c:28]3[cH:29][cH:30][cH:31][cH:32][cH:33]3)[n:14][c:15]([S:19][c:20]3[cH:21][cH:22][c:23]([O:26][CH3:27])[cH:24][cH:25]3)[c:16]2[CH:17]=[O:18])[cH:4][c:5]2[c:6]([cH:10]1)[O:7][CH2:8][O:9]2.[Na:34][C:35]#[N:36]>>[Cl:1][c:2]1[c:3]([CH2:11][n:12]2[c:13](-[c:28]3[cH:29][cH:30][cH:31][cH:32][cH:33]3)[n:14][c:15]([S:19][c:20]3[cH:21][cH:22][c:23]([O:26][CH3:27])[cH:24][cH:25]3)[c:16]2[C:17](=[O:18])[O:38][CH3:37])[cH:4][c:5]2[c:6]([cH:10]1)[O:7][CH2:8][O:9]2. Starting materials: Cl.NC(C(C(Cl)Cl)=O)(CC)C (3-amino-1,1-dichloro-3-methyl-2-pentanone hydrochloride), ClC=1C=C(C(=O)Cl)C=C(C1C)Cl (3,5-dichloro-4-methylbenzoyl chloride), O (water), C([O-])(O)=O.[Na+] (sodium bicarbonate). Run in C(C)(=O)OCC (ethyl acetate), C(C)(=O)OCC (ethyl acetate). Yields the product ClC=1C=C(C(=O)NC(C(C(Cl)Cl)=O)(C)CC)C=C(C1C)Cl (3,5-dichloro-N-(3,3-dichloro-1-ethyl-1-methyl-2-oxopropyl)-4-methylbenzamide). Isolated yield 85.9%. RXN SMILES: Cl.[NH2:2][C:3]([CH3:11])([CH2:9][CH3:10])[C:4](=[O:8])[CH:5]([Cl:7])[Cl:6].O.C(=O)(O)[O-].[Na+].[Cl:18][C:19]1[CH:20]=[C:21]([CH:25]=[C:26]([Cl:29])[C:27]=1[CH3:28])[C:22](Cl)=[O:23]>C(OCC)(=O)C>[Cl:18][C:19]1[CH:20]=[C:21]([CH:25]=[C:26]([Cl:29])[C:27]=1[CH3:28])[C:22]([NH:2][C:3]([CH2:9][CH3:10])([CH3:11])[C:4](=[O:8])[CH:5]([Cl:7])[Cl:6])=[O:23] |f:0.1,3.4|. Procedure details: In a 100 mL three-necked round bottomed flask was placed 0.93 g of 3-amino-1,1-dichloro-3-methyl-2-pentanone hydrochloride and 5 mL of water. To the resulting solution was added 0.76 g of sodium bicarbonate followed by 20 mL of ethyl acetate. To the resulting well-stirred mixture was added 0.94 g of 3,5-dichloro-4-methylbenzoyl chloride dissolved in 20 mL of ethyl acetate at room temperature over a period of 5 minutes. After the addition was complete the reaction mixture was stirred at room temp... Starting materials: O=C(O)C1CCCN1C(=O)OCc1ccccc1, ClCCl, O=S(Cl)Cl. Product: O=C(Cl)C1CCCN1C(=O)OCc1ccccc1. Reaction SMILES: [CH2:1]([c:2]1[cH:3][cH:4][cH:5][cH:6][cH:7]1)[O:8][C:9](=[O:10])[N:11]1[CH:12]([C:16](=[O:17])[OH:18])[CH2:13][CH2:14][CH2:15]1.[Cl:23][CH2:24][Cl:25].[S:19]([Cl:20])([Cl:21])=[O:22]>>[CH2:1]([c:2]1[cH:3][cH:4][cH:5][cH:6][cH:7]1)[O:8][C:9](=[O:10])[N:11]1[CH:12]([C:16](=[O:18])[Cl:21])[CH2:13][CH2:14][CH2:15]1.